From a dataset of the Open Reaction Database (ORD), a public repository of structured organic reaction records. describe an organic reaction: reactants, conditions, products, and yield The reactants are BrCc1ccccc1, CC#N, O=C(CNC(=O)c1cccc(C(F)(F)F)c1)NC1CCNC1, O=C=Nc1ccccc1. Yields the product O=C(CNC(=O)c1cccc(C(F)(F)F)c1)NC1CCN(Cc2ccccc2)C1. Reaction SMILES: [Br:23][CH2:24][c:25]1[cH:26][cH:27][cH:28][cH:29][cH:30]1.[CH3:40][C:41]#[N:42].[F:1][C:2]([c:3]1[cH:4][c:5]([C:6](=[O:7])[NH:8][CH2:9][C:10](=[O:11])[NH:12][CH:13]2[CH2:14][NH:15][CH2:16][CH2:17]2)[cH:18][cH:19][cH:20]1)([F:21])[F:22].[O:31]=[C:32]=[N:33][c:34]1[cH:35][cH:36][cH:37][cH:38][cH:39]1>>[F:1][C:2]([c:3]1[cH:4][c:5]([C:6](=[O:7])[NH:8][CH2:9][C:10](=[O:11])[NH:12][CH:13]2[CH2:14][N:15]([CH2:24][c:25]3[cH:26][cH:27][cH:28][cH:29][cH:30]3)[CH2:16][CH2:17]2)[cH:18][cH:19][cH:20]1)([F:21])[F:22]. Starting materials: C(C)C1(COC1)CO (3-ethyl-3-hydroxymethyloxetane), C1(=CC=CC=C1)C (toluene), C1(=CC=C(C=C1)S(=O)(=O)Cl)C (p-toluene sulfonyl chloride), C1(=CC=CC=C1)C (toluene), [OH-].[Na+] (sodium hydroxide). Reagents/catalysts: [Cl-].C(C1=CC=CC=C1)[N+](CC)(CC)CC (benzyltriethylammonium chloride). Run in O (water). Reaction conditions: time 5 hour. The product is C(C)C1(COC1)COS(=O)(=O)C1=CC=C(C=C1)C (3-ethyl-3-p-toluene sulfonyloxymethyloxetane). As a reaction SMILES: [C:1]1([CH3:11])[CH:6]=[CH:5][C:4]([S:7](Cl)(=[O:9])=[O:8])=[CH:3][CH:2]=1.C1(C)C=CC=CC=1.[OH-].[Na+].[CH2:21]([C:23]1([CH2:27][OH:28])[CH2:26][O:25][CH2:24]1)[CH3:22]>[Cl-].C([N+](CC)(CC)CC)C1C=CC=CC=1.O>[CH2:21]([C:23]1([CH2:27][O:28][S:7]([C:4]2[CH:5]=[CH:6][C:1]([CH3:11])=[CH:2][CH:3]=2)(=[O:9])=[O:8])[CH2:26][O:25][CH2:24]1)[CH3:22] |f:2.3,5.6|. Procedure details: After adding p-toluene sulfonyl chloride (229 g (1.2 mol)), benzyltriethylammonium chloride (17.1 g (75 mmol)) and toluene (450 ml) to a glass flask of an inner volume of 2,000 ml equipped with a stirrer, a thermometer, a dropping funnel and a reflux condenser, while keeping the liquid temperature below 5° C., a 35% aqueous sodium hydroxide solution (200 g (1.75 mol)) was gradually added. While keeping the liquid temperature below 10° C., 3-ethyl-3-hydroxymethyloxetane (116.2 g (1.0 mol)) was dr...